Dataset: the Open Reaction Database (ORD), a public repository of structured organic reaction records. Task: describe an organic reaction: reactants, conditions, products, and yield Reactants: O=C(C=C[Sn](CCCC)(CCCC)CCCC)C1=CC=C(C=C1)Cl (1-oxo-1-(4-chlorophenyl)-3-tributylstannyl-2-propene), tris(dibenzylidineacetone)dipalladium(0), NC1=NC(=C(C(=N1)N)I)C (2,4-diamino-5-iodo-6-methylpyrimidine), O1C(=CC=C1)P(C=1OC=CC1)C=1OC=CC1 (tri-2-furylphosphine). Product: NC1=NC(=C(C(=N1)N)C=CC(=O)C1=CC=C(C=C1)Cl)C (2,4-diamino-6-methyl-5-[3-(4-chlorophenyl)-3-oxo-1-propenyl]pyrimidine). RXN SMILES: [O:1]=[C:2]([C:18]1[CH:23]=[CH:22][C:21]([Cl:24])=[CH:20][CH:19]=1)[CH:3]=[CH:4][Sn](CCCC)(CCCC)CCCC.[NH2:25][C:26]1[N:31]=[C:30]([NH2:32])[C:29](I)=[C:28]([CH3:34])[N:27]=1.O1C=CC=C1P(C1OC=CC=1)C1OC=CC=1>CN(C)C=O>[NH2:25][C:26]1[N:31]=[C:30]([NH2:32])[C:29]([CH:4]=[CH:3][C:2]([C:18]2[CH:19]=[CH:20][C:21]([Cl:24])=[CH:22][CH:23]=2)=[O:1])=[C:28]([CH3:34])[N:27]=1. Procedure: This compound is prepared in a manner analogous to that of Step E of Example 4, using 2.9 grams of (0.0064 mole) of 1-oxo-1-(4-chlorophenyl)-3-tributylstannyl-2-propene, 1.2 grams (0.0048 mole) of 2,4-diamino-5-iodo-6-methylpyrimidine (prepared in Step B of Example 3), 0.04 gram of tri-2-furylphosphine and 0.04 gram (catalyst) of tris(dibenzylidineacetone)dipalladium(0) in 30 mL of N,N-dimethylformamide, yielding 2,4-diamino-6-methyl-5-[3-(4-chlorophenyl)-3-oxo-1-propenyl]pyrimidine. The solvent is CN(C=O)C (N,N-dimethylformamide). Starting materials: Cl.NO (hydroxylamine hydrochloride), C(C)(C)N(C(C)C)CC (N,N-diisopropylethylamine), BrC=1C(=NC=CC1)NC(=S)NC(OCC)=O (ethyl [(3-bromopyridin-2-yl)carbamothioyl]carbamate). Run in CO.C(C)O (methanol ethanol). Conditions: temperature 60 celsius, time 2 hour. Yields the product BrC=1C=2N(C=CC1)N=C(N2)N (8-bromo-[1,2,4]triazolo[1,5-a]pyridin-2-amine). Isolated yield 40466.1%. As a reaction SMILES: Cl.NO.C([N:7](CC)C(C)C)(C)C.[Br:13][C:14]1[C:15]([NH:20][C:21]([NH:23]C(=O)OCC)=S)=[N:16][CH:17]=[CH:18][CH:19]=1>CO.C(O)C>[Br:13][C:14]1[C:15]2[N:16]([N:7]=[C:21]([NH2:23])[N:20]=2)[CH:17]=[CH:18][CH:19]=1 |f:0.1,4.5|. Reported procedure: To a solution of hydroxylamine hydrochloride (0.10 kg, 1.4 mol, 5.0 equiv) and N,N-diisopropylethylamine (112 g, 0.867 mol, 3.00 eq) in 1:1 methanol/ethanol (1.5 L) was added ethyl [(3-bromopyridin-2-yl)carbamothioyl]carbamate (88 g, 0.29 mmol, 1 equiv) in one portion at room temperature. After 2 h, the reaction mixture was warmed to 60° C. for overnight. The reaction mixture was concentrated in vacuo, and water was added to the resulting residue. The solids were filtered and rinsed sequentially... The reactants are FC(C1=C(CN2N=CC3=CC(=CC=C23)C=O)C=CC(=C1)C(F)(F)F)(F)F (1-(2,4-Bis-trifluoromethyl-benzyl)-1H-indazole-5-carbaldehyde), OC[C@H]1CN(CCO1)C=1SCC(N1)=O (2(R)-(2-Hydroxymethyl-morpholin-4-yl)-thiazol-4-one). The product is FC(C1=C(CN2N=CC3=CC(=CC=C23)C=C2C(N=C(S2)N2C[C@@H](OCC2)CO)=O)C=CC(=C1)C(F)(F)F)(F)F (5-[1-(2,4-Bis-trifluoromethyl-benzyl)-1H-indazol-5-ylmethylene]-2(R)-(2-hydroxymethyl-morpholin-4-yl)-thiazol-4-one). As a reaction SMILES: [F:1][C:2]([F:26])([F:25])[C:3]1[CH:20]=[C:19]([C:21]([F:24])([F:23])[F:22])[CH:18]=[CH:17][C:4]=1[CH2:5][N:6]1[C:14]2[C:9](=[CH:10][C:11]([CH:15]=O)=[CH:12][CH:13]=2)[CH:8]=[N:7]1.[OH:27][CH2:28][C@@H:29]1[O:34][CH2:33][CH2:32][N:31]([C:35]2[S:36][CH2:37][C:38](=[O:40])[N:39]=2)[CH2:30]1>>[F:26][C:2]([F:1])([F:25])[C:3]1[CH:20]=[C:19]([C:21]([F:22])([F:23])[F:24])[CH:18]=[CH:17][C:4]=1[CH2:5][N:6]1[C:14]2[C:9](=[CH:10][C:11]([CH:15]=[C:37]3[S:36][C:35]([N:31]4[CH2:32][CH2:33][O:34][C@@H:29]([CH2:28][OH:27])[CH2:30]4)=[N:39][C:38]3=[O:40])=[CH:12][CH:13]=2)[CH:8]=[N:7]1. Procedure: 5-[1-(2,4-Bis-trifluoromethyl-benzyl)-1H-indazol-5-ylmethylene]-2(R)-(2-hydroxymethyl-morpholin-4-yl)-thiazol-4-one was prepared from 1-(2,4-Bis-trifluoromethyl-benzyl)-1H-indazole-5-carbaldehyde and 2(R)-(2-Hydroxymethyl-morpholin-4-yl)-thiazol-4-one following General Procedure D. Starting materials: CO, CCN(C(C)C)C(C)C, ClCCl, Fc1cccc2c1CCNC2c1ccc(C(F)(F)F)cc1, O=C=Nc1ccc(F)cc1. Product: O=C(Nc1ccc(F)cc1)N1CCc2c(F)cccc2C1c1ccc(C(F)(F)F)cc1. Reaction SMILES: [CH3:44][OH:45].[CH:22]([N:23]([CH:24]([CH3:25])[CH3:26])[CH2:27][CH3:28])([CH3:29])[CH3:30].[Cl:41][CH2:42][Cl:43].[F:1][c:2]1[c:3]2[c:8]([cH:9][cH:10][cH:11]1)[CH:7]([c:12]1[cH:13][cH:14][c:15]([C:18]([F:19])([F:20])[F:21])[cH:16][cH:17]1)[NH:6][CH2:5][CH2:4]2.[F:31][c:32]1[cH:33][cH:34][c:35]([N:38]=[C:39]=[O:40])[cH:36][cH:37]1>>[F:1][c:2]1[c:3]2[c:8]([cH:9][cH:10][cH:11]1)[CH:7]([c:12]1[cH:13][cH:14][c:15]([C:18]([F:19])([F:20])[F:21])[cH:16][cH:17]1)[N:6]([C:39]([NH:38][c:35]1[cH:34][cH:33][c:32]([F:31])[cH:37][cH:36]1)=[O:40])[CH2:5][CH2:4]2. Starting materials: N(N)=CC=1CS[C@H]2N(C1C(=O)O)C(C2NC(CC=2SC=CC2)=O)=O (3-hydrazonomethyl-7-(2-thienylacetamido)-3-cephem-4-carboxylic acid), C(C)(=O)OC(C)=O (acetic anhydride). Solvent: N1=CC=CC=C1 (pyridine), CCOCC (ether). Run at time 45 hour. The product is O.C(C)(=O)NN=CC=1CS[C@H]2N(C1C(=O)O)C(C2NC(CC=2SC=CC2)=O)=O (3-(2-acetylhydrazono)methyl-7-(2-thienylacetamido)-3-cephem-4-carboxylic acid monohydrate). Isolated yield 96.0%. RXN SMILES: [N:1](=[CH:3][C:4]1[CH2:5][S:6][C@@H:7]2[CH:14]([NH:15][C:16](=[O:23])[CH2:17][C:18]3[S:19][CH:20]=[CH:21][CH:22]=3)[C:13](=[O:24])[N:8]2[C:9]=1[C:10]([OH:12])=[O:11])[NH2:2].[C:25](OC(=O)C)(=[O:27])[CH3:26]>N1C=CC=CC=1.CCOCC>[OH2:11].[C:25]([NH:2][N:1]=[CH:3][C:4]1[CH2:5][S:6][C@@H:7]2[CH:14]([NH:15][C:16](=[O:23])[CH2:17][C:18]3[S:19][CH:20]=[CH:21][CH:22]=3)[C:13](=[O:24])[N:8]2[C:9]=1[C:10]([OH:12])=[O:11])(=[O:27])[CH3:26] |f:4.5|. Procedure: A solution of 3-hydrazonomethyl-7-(2-thienylacetamido)-3-cephem-4-carboxylic acid (93 mg) in a mixture of acetic anhydride (0.5 ml) and pyridine (0.2 ml) is kept at room temperature for 45 hours. The mixture is diluted with ether. The obtained precipitate is collected by filtration and dried to leave 3-(2-acetylhydrazono)methyl-7-(2-thienylacetamido)-3-cephem-4-carboxylic acid monohydrate (101 mg). m.p. 184°-190° C (decomposition). Yield: 96%. Procedure: The reaction was carried out similarly as described in the preparation of compound 110, using compound 434 (6.87 mmol) and 3-butyne-1-ol (8.24 mmol). The crude product was purified by continuous gradient flash chromatography using EtOAc/petroleum ether (40-60) 50:50 to 100:0 as the eluent to afford the title compound as yellow foam. As a reaction SMILES: C(OC(=O)CN1C=C([C:11]2[CH:16]=[CH:15][C:14]([CH3:17])=[C:13]([C:18](=[O:35])[C:19]3[CH:24]=[CH:23][C:22]([NH:25][C:26]4[CH:31]=[CH:30][C:29]([F:32])=[CH:28][C:27]=4[F:33])=[CH:21][C:20]=3[Cl:34])[CH:12]=2)N=N1)C.[N:37]([C:40]1C=CC(C)=[C:44]([C:46](C2C=CC(NC3C=CC(F)=CC=3F)=CC=2Cl)=[O:47])[CH:45]=1)=[N+:38]=[N-:39].C(O)CC#C>>[Cl:34][C:20]1[CH:21]=[C:22]([NH:25][C:26]2[CH:31]=[CH:30][C:29]([F:32])=[CH:28][C:27]=2[F:33])[CH:23]=[CH:24][C:19]=1[C:18]([C:13]1[CH:12]=[C:11]([N:37]2[CH:40]=[C:45]([CH2:44][CH2:46][OH:47])[N:39]=[N:38]2)[CH:16]=[CH:15][C:14]=1[CH3:17])=[O:35]. Yields the product ClC1=C(C=CC(=C1)NC1=C(C=C(C=C1)F)F)C(=O)C1=C(C=CC(=C1)N1N=NC(=C1)CCO)C ([2-Chloro-4-(2,4-difluoro-phenylamino)-phenyl]-{5-[4-(2-hydroxy-ethyl)-[1,2,3]triazol-1-yl]-2-methyl-phenyl}-methanone). Reactants: C(C)OC(CN1N=NC(=C1)C1=CC(=C(C=C1)C)C(C1=C(C=C(C=C1)NC1=C(C=C(C=C1)F)F)Cl)=O)=O ((4-{3-[2-Chloro-4-(2,4-difluoro-phenylamino)-benzoyl]-4-methyl-phenyl}-[1,2,3]triazol-1-yl)-acetic acid ethyl ester), N(=[N+]=[N-])C=1C=CC(=C(C1)C(=O)C1=C(C=C(C=C1)NC1=C(C=C(C=C1)F)F)Cl)C ((5-Azido-2-methyl-phenyl)-[2-chloro-4-(2,4-difluoro-phenylamino)-phenyl]-methanone), C(CC#C)O (3-butyne-1-ol).